Dataset: the Open Reaction Database (ORD), a public repository of structured organic reaction records. Task: describe an organic reaction: reactants, conditions, products, and yield Starting materials: [N+](=O)([O-])C1=CC=C(C=C1)CS(=O)(=O)Cl ((4-nitrophenyl)methanesulfonyl chloride), C([O-])([O-])=O.[NH4+].[NH4+] (ammonium carbonate). The solvent is C(C)#N (acetonitrile), N (ammonia). Conditions: time 1 hour. Yields the product [N+](=O)([O-])C1=CC=C(C=C1)CS(=O)(=O)N ((4-nitrophenyl)methanesulfonamide). The yield is 92.5%. As a reaction SMILES: [N+:1]([C:4]1[CH:9]=[CH:8][C:7]([CH2:10][S:11](Cl)(=[O:13])=[O:12])=[CH:6][CH:5]=1)([O-:3])=[O:2].C(=O)([O-])[O-].[NH4+:19].[NH4+]>C(#N)C.N>[N+:1]([C:4]1[CH:9]=[CH:8][C:7]([CH2:10][S:11]([NH2:19])(=[O:13])=[O:12])=[CH:6][CH:5]=1)([O-:3])=[O:2] |f:1.2.3|. Reported procedure: To a solution of (4-nitrophenyl)methanesulfonyl chloride (4 g, 17 mmol) in acetonitrile (100 mL) was added a solution of ammonium carbonate (3 g, 31.3 mmol) in ammonia (50 mL). The reaction mixture was stirred for 1 h, and TLC indicated the starting material consumed completely. The organic solvent was removed under reduced pressure. Addition of water (10 mL) led to precipitate formation. The solid was collected, washed with water (2×5 mL), and dried to give (4-nitrophenyl)methanesulfonamide (3.... Starting materials: ClC=1C=C(CNC(=O)C=2SC=CC2NC=2C3=C(N=CN2)NC=C3)C=CC1 (3-(7H-pyrrolo[2,3-d]pyrimidin-4-ylamino)-thiophene-2-carboxylic acid 3-chloro-benzylamide), COC(=O)C=1SC(=CC1NC=1C2=C(N=CN1)NC=C2)C (5-methyl-3-(7H-pyrrolo[2,3-d]pyrimidin-4-ylamino)-thiophene-2-carboxylic acid methyl ester). Product: ClC=1C=C(CNC(=O)C=2SC(=CC2NC=2C3=C(N=CN2)NC=C3)C)C=CC1 (5-Methyl-3-(7H-pyrrolo[2,3-d]pyrimidin-4-ylamino)-thiophene-2-carboxylic acid 3-chloro-benzylamide). Yield: 50.0%. RXN SMILES: [Cl:1][C:2]1[CH:3]=[C:4]([CH:24]=[CH:25][CH:26]=1)[CH2:5][NH:6][C:7]([C:9]1[S:10][CH:11]=[CH:12][C:13]=1[NH:14][C:15]1[C:16]2[CH:23]=[CH:22][NH:21][C:17]=2[N:18]=[CH:19][N:20]=1)=[O:8].[CH3:27]OC(C1SC(C)=CC=1NC1C2C=CNC=2N=CN=1)=O>>[Cl:1][C:2]1[CH:3]=[C:4]([CH:24]=[CH:25][CH:26]=1)[CH2:5][NH:6][C:7]([C:9]1[S:10][C:11]([CH3:27])=[CH:12][C:13]=1[NH:14][C:15]1[C:16]2[CH:23]=[CH:22][NH:21][C:17]=2[N:18]=[CH:19][N:20]=1)=[O:8]. Procedure: The title compound was prepared in an analogous manner as 3-(7H-pyrrolo[2,3-d]pyrimidin-4-ylamino)-thiophene-2-carboxylic acid 3-chloro-benzylamide using 5-methyl-3-(7H-pyrrolo[2,3-d]pyrimidin-4-ylamino)-thiophene-2-carboxylic acid methyl ester instead of 3-(7H-pyrrolo[2,3-d]pyrimidin-4-ylamino)-thiophene-2-carboxylic acid methyl ester and obtained in 50% yield (HPLC: 98%, RT: 3.85 min). 1H NMR (DMSO-d6) 11.98 (br s, 1H), 11.39 (s, 1H), 8.68 (t, J=6.0 Hz, 1H), 8.39 (s, 1H), 8.28 (d, J=1.1 Hz, 1H... Starting materials: N,N-dimethylmethyleneiminium iodide, ClC1=C(C=C(CC2C(OC(OC2=O)(C)C)=O)C=C1)[N+](=O)[O-] (5-(4-chloro-3-nitrobenzyl)-2,2-dimethyl-1,3-dioxane-4,6-dione), C1CCOC1 (THF), O (water). Solvent: C(C)(C)(C)O (tert-butanol). Reaction conditions: temperature 70 celsius, time 8 hour. Product: ClC1=C(C=C(CC(C(=O)OC(C)(C)C)=C)C=C1)[N+](=O)[O-] (tert-Butyl 2-(4-chloro-3-nitrobenzyl)acrylate). RXN SMILES: [Cl:1][C:2]1[CH:18]=[CH:17][C:5]([CH2:6][CH:7]2[C:12](=[O:13])[O:11][C:10]([CH3:15])([CH3:14])O[C:8]2=O)=[CH:4][C:3]=1[N+:19]([O-:21])=[O:20].O.[CH2:23]1COCC1>C(O)(C)(C)C>[Cl:1][C:2]1[CH:18]=[CH:17][C:5]([CH2:6][C:7](=[CH2:8])[C:12]([O:11][C:10]([CH3:23])([CH3:15])[CH3:14])=[O:13])=[CH:4][C:3]=1[N+:19]([O-:21])=[O:20]. Procedure details: 11.1 g of 5-(4-chloro-3-nitrobenzyl)-2,2-dimethyl-1,3-dioxane-4,6-dione (contaminated by residual 1,3-diisopropylurea) were dissolved in 40 ml of THF and 40 ml (31 g) of tert-butanol, and 16.4 g (88.5 mmol) of N,N-dimethylmethyleneiminium iodide were added. The resulting suspension was stirred at 70° C. overnight and then, after cooling, added to water. The aqueous phase was extracted three times with ethyl acetate. The combined organic phases were washed with saturated sodium chloride solution,... Reactants: [CH3], COC(=O)c1ccc(C)c(C=O)c1, O=C(O)c1ccccc1. The product is COC(=O)c1ccc(C)c(C(=O)O)c1. RXN SMILES: [CH3:14].[CH:1](=[O:2])[c:3]1[cH:4][c:5]([C:6](=[O:7])[O:8][CH3:9])[cH:10][cH:11][c:12]1[CH3:13].[OH:15][C:16]([c:17]1[cH:18][cH:19][cH:20][cH:21][cH:22]1)=[O:23]>>[C:1](=[O:2])([c:3]1[cH:4][c:5]([C:6](=[O:7])[O:8][CH3:9])[cH:10][cH:11][c:12]1[CH3:13])[OH:15]. The reactants are OC1=CC=C2C(C=C(OC2=C1CCC)C(=O)OC)=O (methyl 7-hydroxy-8-n-propylchromone-2-carboxylate), C(C=C)C1=C(OCCCCCBr)C=CC(=C1)C(=O)OC (5-(2-allyl-4-carbomethoxyphenoxy)-1-bromopentane). The product is C(=O)(OC)C=1OC2=C(C(=CC=C2C(C1)=O)OCCCCCOC1=C(C=C(C=C1)C(=O)OC)CC=C)CCC (2-carbomethoxy-7-[5-(2-allyl-4-carbomethoxyphenoxy)pentoxy]-8-n-propylchromone). The yield is 95.7%. Reaction SMILES: [OH:1][C:2]1[C:11]([CH2:12][CH2:13][CH3:14])=[C:10]2[C:5]([C:6](=[O:19])[CH:7]=[C:8]([C:15]([O:17][CH3:18])=[O:16])[O:9]2)=[CH:4][CH:3]=1.[CH2:20]([C:23]1[CH:35]=[C:34]([C:36]([O:38][CH3:39])=[O:37])[CH:33]=[CH:32][C:24]=1[O:25][CH2:26][CH2:27][CH2:28][CH2:29][CH2:30]Br)[CH:21]=[CH2:22]>>[C:15]([C:8]1[O:9][C:10]2[C:5]([C:6](=[O:19])[CH:7]=1)=[CH:4][CH:3]=[C:2]([O:1][CH2:30][CH2:29][CH2:28][CH2:27][CH2:26][O:25][C:24]1[CH:32]=[CH:33][C:34]([C:36]([O:38][CH3:39])=[O:37])=[CH:35][C:23]=1[CH2:20][CH:21]=[CH2:22])[C:11]=2[CH2:12][CH2:13][CH3:14])([O:17][CH3:18])=[O:16]. Procedure details: Using the procedure of Example 2, 4.14 g (15.8 mmole) of methyl 7-hydroxy-8-n-propylchromone-2-carboxylate and 5.63 g (16.5 mmole) of the compound from Example 10 gave 7.9 g (96%) of the title compound, mp 87°-88°. Calc: C, 68.95; H, 6.61; Found; C, 68.49; H, 6.54. Reported procedure: Sequential reaction of a Wacker-Tsuji oxidation followed by Grignard reduction. A PDMS thimble containing PdCl2 (0.100 g, 0.564 mmol) and CuCl (0.564 g, 5.64 mmol) was placed in a 2-necked Schlenk flask with a stir bar. DMF (3.96 mL) and H2O (0.56 mL) were added to the inside of the PDMS thimble and the flask was capped with a rubber septum. A balloon filled with O2 was affixed to the septum and the reaction mixture was stirred at room temperature for 1 hour. p-Methylstyrene (0.742 mL, 5.64 mmol... RXN SMILES: CN(C=[O:5])C.O=O.[CH3:8][C:9]1[CH:16]=[CH:15][C:12]([CH:13]=[CH2:14])=[CH:11][CH:10]=1.[C:17]1([Mg]Br)[CH:22]=[CH:21][CH:20]=[CH:19][CH:18]=1>Cl[Pd]Cl.Cl[Cu].O>[C:17]1([C:13]([C:12]2[CH:15]=[CH:16][C:9]([CH3:8])=[CH:10][CH:11]=2)([OH:5])[CH3:14])[CH:22]=[CH:21][CH:20]=[CH:19][CH:18]=1. Run at time 1 hour. Product: C1(=CC=CC=C1)C(C)(O)C1=CC=C(C=C1)C (1-Phenyl-1-p-tolyl-ethanol). Reagents/catalysts: Cl[Pd]Cl (PdCl2), Cl[Cu] (CuCl). Starting materials: PDMS, C1(=CC=CC=C1)[Mg]Br (Phenylmagnesium bromide), O=O (O2), PDMS, CC1=CC=C(C=C)C=C1 (p-Methylstyrene), PDMS, CN(C)C=O (DMF), PDMS. Solvent: hexanes, O (H2O). Isolated yield 62.0%.